Dataset: the Open Reaction Database (ORD), a public repository of structured organic reaction records. Task: describe an organic reaction: reactants, conditions, products, and yield Reactants: FC(C(=O)O)(F)F (Trifluoroacetic acid), CC(C)(ON1C(CC(CC1)N(C1=NC=CC=C1[N+](=O)[O-])C)=C=O)C ((1,1-dimethylethoxy)-carbonyl-4-(N-methyl-N-(3-nitro-2-pyridinyl)amino)piperidine), [OH-].[Na+] (sodium hydroxide). The solvent is C(Cl)Cl (methylene chloride). Run at time 17 hour. Yields the product CN(C1=NC=CC=C1[N+](=O)[O-])C1CCNCC1 (4-(N-methyl-N-(3-nitro-2-pyridinyl)amino)piperidine). RXN SMILES: FC(F)(F)C(O)=O.CC(C)(O[N:12]1[CH2:17][CH2:16][CH:15]([N:18]([CH3:28])[C:19]2[C:24]([N+:25]([O-:27])=[O:26])=[CH:23][CH:22]=[CH:21][N:20]=2)[CH2:14][C:13]1=C=O)C.[OH-].[Na+]>C(Cl)Cl>[CH3:28][N:18]([CH:15]1[CH2:16][CH2:17][NH:12][CH2:13][CH2:14]1)[C:19]1[C:24]([N+:25]([O-:27])=[O:26])=[CH:23][CH:22]=[CH:21][N:20]=1 |f:2.3|. Procedure details: Trifluoroacetic acid (13.0 ml) is added to a solution of 1-((1,1-dimethylethoxy)-carbonyl-4-(N-methyl-N-(3-nitro-2-pyridinyl)amino)piperidine (PREPARATION 49) in methylene chloride (100 ml) with cooling to -78°. The mixture is warmed to 20°-25° , stirred 17 hrs, cooled to 0° and basified to pH 12 with 5% sodium hydroxide. The phases are separated and the aqueous phase is extracted with methylene chloride (2×50 ml). The combined organic phases are dried over sodium sulfate and concentrated to giv... The reactants are COC(=O)c1ccc2nc(Nc3cc(OC)c(OC)c(OC)c3)n(CCCNC(=O)OC(C)(C)C)c2c1, [Li+], C1CCOC1, [OH-], O. The product is COc1cc(Nc2nc3ccc(C(=O)O)cc3n2CCCNC(=O)OC(C)(C)C)cc(OC)c1OC. As a reaction SMILES: [C:3]([CH3:4])([CH3:5])([CH3:6])[O:7][C:8](=[O:9])[NH:10][CH2:11][CH2:12][CH2:13][n:14]1[c:15]([NH:27][c:28]2[cH:29][c:30]([O:38][CH3:39])[c:31]([O:36][CH3:37])[c:32]([O:34][CH3:35])[cH:33]2)[n:16][c:17]2[c:18]1[cH:19][c:20]([C:23](=[O:24])[O:25][CH3:26])[cH:21][cH:22]2.[Li+:1].[O:40]1[CH2:41][CH2:42][CH2:43][CH2:44]1.[OH-:2].[OH2:45]>>[C:3]([CH3:4])([CH3:5])([CH3:6])[O:7][C:8](=[O:9])[NH:10][CH2:11][CH2:12][CH2:13][n:14]1[c:15]([NH:27][c:28]2[cH:29][c:30]([O:38][CH3:39])[c:31]([O:36][CH3:37])[c:32]([O:34][CH3:35])[cH:33]2)[n:16][c:17]2[c:18]1[cH:19][c:20]([C:23](=[O:24])[OH:25])[cH:21][cH:22]2. Reactants: alcohol, C(CC)(=O)OC(CC)=O (propionic anhydride), CC1(CC(CCC1)C(C)(C)O)C (2-(3,3-dimethylcyclohexyl)-2-propanol), C[Mg]Cl (methylmagnesium chloride), CC1(CC(CCC1)C(C)=O)C (1-(3,3-dimethylcyclohexyl)-ethanone), C1(CCCCC1)C(C)(C)O (2-cyclohexyl-2-propanol), C(C)(=O)OC(C)=O (acetic anhydride). Yields the product C(CC)(=O)OC(C)(C)C1CCCCC1 (1-cyclohexyl-1-methylethyl propionate). As a reaction SMILES: C[C:2]1(C)[CH2:7][CH2:6][CH2:5][CH:4]([C:8]([OH:11])([CH3:10])[CH3:9])[CH2:3]1.C[Mg]Cl.CC1(C)CCC[CH:19]([C:23](=[O:25])C)[CH2:18]1.C1(C(O)(C)C)CCCCC1.C(OC(=O)C)(=O)C.C(OC(=O)CC)(=O)CC>>[C:23]([O:11][C:8]([CH:4]1[CH2:3][CH2:2][CH2:7][CH2:6][CH2:5]1)([CH3:9])[CH3:10])(=[O:25])[CH2:19][CH3:18]. Reported procedure: The following compounds were prepared analogously to the method described in Example 16, except that the alcohol component used was 2-(3,3-dimethylcyclohexyl)-2-propanol, [which can be prepared from methylmagnesium chloride and 1-(3,3-dimethylcyclohexyl)-ethanone by a Grignard reaction] instead of 2-cyclohexyl-2-propanol. The esterification was carried out with acetic anhydride (Example 18) or propionic anhydride (Example 19). Thus, only the spectroscopic data are indicated at this point: The reactants are BrC(C(=O)O)C1=CC=CC=C1 (bromo (phenyl)aceticacid), NCCCN1CCC(CC1)C=1C=C(C=CC1)NC(C(C)C)=O (N-{3-[1-(3-aminopropyl)-4-piperidinyl]phenyl}-2-methylpropanamide). Yields the product BrC(C(=O)NCCCN1CCC(CC1)C=1C=C(C=CC1)NC(C(C)C)=O)C1=CC=CC=C1 (N-{3-[1-(3-{[BROMO(PHENYL)ACETYL]AMINO}PROPYL)-4-PIPERIDINYL]PHENYL}-2-METHYLPROPANAMIDE). As a reaction SMILES: [Br:1][CH:2]([C:6]1[CH:11]=[CH:10][CH:9]=[CH:8][CH:7]=1)[C:3]([OH:5])=O.[NH2:12][CH2:13][CH2:14][CH2:15][N:16]1[CH2:21][CH2:20][CH:19]([C:22]2[CH:23]=[C:24]([NH:28][C:29](=[O:33])[CH:30]([CH3:32])[CH3:31])[CH:25]=[CH:26][CH:27]=2)[CH2:18][CH2:17]1>>[Br:1][CH:2]([C:6]1[CH:11]=[CH:10][CH:9]=[CH:8][CH:7]=1)[C:3]([NH:12][CH2:13][CH2:14][CH2:15][N:16]1[CH2:21][CH2:20][CH:19]([C:22]2[CH:23]=[C:24]([NH:28][C:29](=[O:33])[CH:30]([CH3:31])[CH3:32])[CH:25]=[CH:26][CH:27]=2)[CH2:18][CH2:17]1)=[O:5]. Reported procedure: Example 9 was prepared from bromo (phenyl)aceticacid and N-{3-[1-(3-aminopropyl)-4-piperidinyl]phenyl}-2-methylpropanamide according to the procedures described in Scheme 9: ESMS m/e: 500.0 (M+H)+. Reactants: O=c1[nH]c(Cl)ncc1Br, COCCOC, [H-], CI, [Li+]. As a reaction SMILES: [Br:1][c:2]1[c:3](=[O:9])[nH:4][c:5]([Cl:8])[n:6][cH:7]1.[CH3:14][O:15][CH2:16][CH2:17][O:18][CH3:19].[H-:10].[I:12][CH3:13].[Li+:11]>>[Br:1][c:2]1[c:3](=[O:9])[n:4]([CH3:13])[c:5]([Cl:8])[n:6][cH:7]1. The product is Cn1c(Cl)ncc(Br)c1=O.